The task is: describe an organic reaction: reactants, conditions, products, and yield. This data is from the Open Reaction Database (ORD), a public repository of structured organic reaction records. Starting materials: N1CCOCC1 (Morpholine), aqueous solution, [OH-].[Na+] (sodium hydroxide), BrC1=C2C(=CN(C2=CC=C1)CCCOC)CN(C(OC(C)(C)C)=O)C1CC1 (tert-butyl {[4-bromo-1-(3-methoxypropyl)-1H-indol-3-yl]methy}cyclopropylcarbamate). Reagents/catalysts: [Br-].C(CCCCCCCCCCCCCCC)[N+](C)(C)C (cetyltrimethylammoniumbromide), CC(C)([P](C(C)(C)C)([Pd][P](C(C)(C)C)(C(C)(C)C)C(C)(C)C)C(C)(C)C)C (bis(tri-tert-butylphosphine)palladium(0)). Solvent: O (water), C1(=CC=CC=C1)C (toluene). Conditions: temperature 90 celsius, time 23 hour. Product: C1(CC1)N(C(OC(C)(C)C)=O)CC1=CN(C2=CC=CC(=C12)N1CCOCC1)CCCOC (tert-butyl cyclopropyl{[1-(3-methoxypropyl)-4-morpholin-4-yl-1H-indol-3-yl]methy}carbamate). RXN SMILES: [NH:1]1[CH2:6][CH2:5][O:4][CH2:3][CH2:2]1.[OH-].[Na+].Br[C:10]1[CH:18]=[CH:17][CH:16]=[C:15]2[C:11]=1[C:12]([CH2:24][N:25]([CH:33]1[CH2:35][CH2:34]1)[C:26](=[O:32])[O:27][C:28]([CH3:31])([CH3:30])[CH3:29])=[CH:13][N:14]2[CH2:19][CH2:20][CH2:21][O:22][CH3:23]>[Br-].C([N+](C)(C)C)CCCCCCCCCCCCCCC.C1(C)C=CC=CC=1.O.CC(C)([P](C(C)(C)C)([Pd][P](C(C)(C)C)(C(C)(C)C)C(C)(C)C)C(C)(C)C)C>[CH:33]1([N:25]([CH2:24][C:12]2[C:11]3[C:15](=[CH:16][CH:17]=[CH:18][C:10]=3[N:1]3[CH2:6][CH2:5][O:4][CH2:3][CH2:2]3)[N:14]([CH2:19][CH2:20][CH2:21][O:22][CH3:23])[CH:13]=2)[C:26](=[O:32])[O:27][C:28]([CH3:30])([CH3:31])[CH3:29])[CH2:35][CH2:34]1 |f:1.2,4.5,^1:67,73|. Procedure details: Morpholine (73.5 μL), cetyltrimethylammoniumbromide (14.6 mg), bis(tri-tert-butylphosphine)palladium(0) (41 mg) and 50% aqueous solution of sodium hydroxide (96 μL) were added to a solution of tert-butyl {[4-bromo-1-(3-methoxypropyl)-1H-indol-3-yl]methy}cyclopropylcarbamate (205 mg) in toluene (3 ml) and the mixture was stirred under argon atmosphere at 90° C. for 23 hours. The reaction mixture was cooled to room temperature, diluted with water and extracted with ethyl acetate. The obtained solu... Starting materials: C1(=CC=CC=C1)[C@@H](CNC(=S)N)C (N-[(2S)-2-phenylpropyl]thiourea), BrC(C(=O)O)C(C)C (2-bromo-3-methylbutyric acid). Yields the product C(C)(C)[C@H]1C(N=C(S1)NC[C@@H](C)C1=CC=CC=C1)=O ((5S)-5-isopropyl-2-{[(2S)-2-phenylpropyl]amino}-1,3-thiazol-4(5H)-one). As a reaction SMILES: [C:1]1([C@H:7]([CH3:13])[CH2:8][NH:9][C:10]([NH2:12])=[S:11])[CH:6]=[CH:5][CH:4]=[CH:3][CH:2]=1.Br[CH:15]([CH:19]([CH3:21])[CH3:20])[C:16](O)=[O:17]>>[CH:19]([C@@H:15]1[S:11][C:10]([NH:9][CH2:8][C@H:7]([C:1]2[CH:6]=[CH:5][CH:4]=[CH:3][CH:2]=2)[CH3:13])=[N:12][C:16]1=[O:17])([CH3:21])[CH3:20]. Procedure details: Synthesis was performed from N-[(2S)-2-phenylpropyl]thiourea and 2-bromo-3-methylbutyric acid according to Method D3.